From a dataset of the Open Reaction Database (ORD), a public repository of structured organic reaction records. describe an organic reaction: reactants, conditions, products, and yield The reactants are COC(=O)COc1ccc(N)cn1, CCOC(C)=O, CCN(C(C)C)C(C)C, ClCCl, [N-]=[N+]=Nc1ccc(C(=O)ON2C(=O)CCC2=O)c(O)c1, O. Yields the product COC(=O)COc1ccc(NC(=O)c2ccc(N=[N+]=[N-])cc2O)cn1. Reaction SMILES: [CH3:1][O:2][C:3]([CH2:4][O:5][c:6]1[n:7][cH:8][c:9]([NH2:12])[cH:10][cH:11]1)=[O:13].[CH3:47][CH2:48][O:49][C:50](=[O:51])[CH3:52].[CH:34]([N:35]([CH2:36][CH3:37])[CH:38]([CH3:39])[CH3:40])([CH3:41])[CH3:42].[Cl:44][CH2:45][Cl:46].[O:14]=[C:15]1[CH2:16][CH2:17][C:18](=[O:19])[N:20]1[O:21][C:22]([c:23]1[c:24]([OH:32])[cH:25][c:26]([N:29]=[N+:30]=[N-:31])[cH:27][cH:28]1)=[O:33].[OH2:43]>>[CH3:1][O:2][C:3]([CH2:4][O:5][c:6]1[n:7][cH:8][c:9]([NH:12][C:22](=[O:21])[c:23]2[c:24]([OH:32])[cH:25][c:26]([N:29]=[N+:30]=[N-:31])[cH:27][cH:28]2)[cH:10][cH:11]1)=[O:13]. Reactants: NC=1C=CC(=NC1)NC(C)=O (N-(5-amino-pyridin-2-yl)-acetamide), C(C)(C)(C)C1=CC=C(C=C1)S(=O)(=O)Cl (4-tert-butyl-benzene-sulfonyl chloride). Product: C(C)(C)(C)C1=CC=C(C=C1)S(=O)(=O)NC=1C=CC(=NC1)NC(C)=O (N-[5-(4-tert-Butyl-benzenesulfonylamino)-pyridin-2-yl]-acetamide). RXN SMILES: [NH2:1][C:2]1[CH:3]=[CH:4][C:5]([NH:8][C:9](=[O:11])[CH3:10])=[N:6][CH:7]=1.[C:12]([C:16]1[CH:21]=[CH:20][C:19]([S:22](Cl)(=[O:24])=[O:23])=[CH:18][CH:17]=1)([CH3:15])([CH3:14])[CH3:13]>>[C:12]([C:16]1[CH:21]=[CH:20][C:19]([S:22]([NH:1][C:2]2[CH:3]=[CH:4][C:5]([NH:8][C:9](=[O:11])[CH3:10])=[N:6][CH:7]=2)(=[O:24])=[O:23])=[CH:18][CH:17]=1)([CH3:15])([CH3:13])[CH3:14]. Reported procedure: prepared by reaction of N-(5-amino-pyridin-2-yl)-acetamide with 4-tert-butyl-benzene-sulfonyl chloride Reactants: [BH4-], COC(=O)c1cc(C(C)(C)C#N)cc(C(C)(C)C#N)c1, Cl, [Li+], C1CCOC1. Yields the product CC(C)(C#N)c1cc(CO)cc(C(C)(C)C#N)c1. As a reaction SMILES: [BH4-:21].[C:1](#[N:2])[C:3]([CH3:4])([CH3:5])[c:6]1[cH:7][c:8]([C:9](=[O:10])[O:11][CH3:12])[cH:13][c:14]([C:16]([CH3:17])([C:18]#[N:19])[CH3:20])[cH:15]1.[ClH:23].[Li+:22].[O:24]1[CH2:25][CH2:26][CH2:27][CH2:28]1>>[C:1](#[N:2])[C:3]([CH3:4])([CH3:5])[c:6]1[cH:7][c:8]([CH2:9][OH:10])[cH:13][c:14]([C:16]([CH3:17])([C:18]#[N:19])[CH3:20])[cH:15]1. Product: ClC=1C=CC(=C(C(=O)NC2=NC=C(N=C2)C2=CC(=C(C=C2)C)C)C1)[N+](=O)[O-] (5-chloro-N-(5-(3,4-dimethylphenyl)pyrazin-2-yl)-2-nitrobenzamide). Reaction SMILES: [CH3:1][C:2]1[CH:3]=[C:4]([C:9]2[N:10]=[CH:11][C:12]([NH2:15])=[N:13][CH:14]=2)[CH:5]=[CH:6][C:7]=1[CH3:8].N1C=CC=CC=1.[Cl:22][C:23]1[CH:24]=[CH:25][C:26]([N+:32]([O-:34])=[O:33])=[C:27]([CH:31]=1)[C:28](Cl)=[O:29]>ClCCl>[Cl:22][C:23]1[CH:24]=[CH:25][C:26]([N+:32]([O-:34])=[O:33])=[C:27]([CH:31]=1)[C:28]([NH:15][C:12]1[CH:11]=[N:10][C:9]([C:4]2[CH:5]=[CH:6][C:7]([CH3:8])=[C:2]([CH3:1])[CH:3]=2)=[CH:14][N:13]=1)=[O:29]. Solvent: ClCCl (dichloromethane), ClCCl (dichloromethane), ClCCl (dichloromethane). Reactants: CC=1C=C(C=CC1C)C=1N=CC(=NC1)N (5-(3,4-dimethylphenyl)pyrazin-2-amine), N1=CC=CC=C1 (pyridine), ClC=1C=CC(=C(C(=O)Cl)C1)[N+](=O)[O-] (5-chloro-2-nitrobenzoyl chloride). Procedure: Into a 250-mL round bottom flask, was placed a solution of 5-(3,4-dimethylphenyl)pyrazin-2-amine (2 g, 10.04 mmol, 1.00 equiv) in dichloromethane (70 mL), pyridine (2.4 g, 30.34 mmol, 3.00 equiv), and a solution of 5-chloro-2-nitrobenzoyl chloride (2.21 g, 10.05 mmol, 1.00 equiv) in dichloromethane (20 mL). The resulting solution was stirred overnight at 25° C. in an oil bath, then diluted with 150 mL of dichloromethane and washed with 2×100 mL of diluted hydrochloric acid, 2×200 mL of brine and... Conditions: temperature 25 celsius, time 8 hour. Reactants: O=C1CCC(=O)N1Br, ClC(Cl)(Cl)Cl, Cc1ccc(C(C(=O)OC(C)(C)C)C2CCCC2)cc1, CC(C)(C#N)N=NC(C)(C)C#N. Product: CC(C)(C)OC(=O)C(c1ccc(CBr)cc1)C1CCCC1. RXN SMILES: [Br:33][N:34]1[C:35](=[O:36])[CH2:37][CH2:38][C:39]1=[O:40].[C:41]([Cl:42])([Cl:43])([Cl:44])[Cl:45].[CH:1]1([CH:6]([C:7](=[O:8])[O:9][C:10]([CH3:11])([CH3:12])[CH3:13])[c:14]2[cH:15][cH:16][c:17]([CH3:20])[cH:18][cH:19]2)[CH2:2][CH2:3][CH2:4][CH2:5]1.[N:21]#[C:22][C:23]([N:24]=[N:25][C:26]([C:27]#[N:28])([CH3:29])[CH3:30])([CH3:31])[CH3:32]>>[CH:1]1([CH:6]([C:7](=[O:8])[O:9][C:10]([CH3:11])([CH3:12])[CH3:13])[c:14]2[cH:15][cH:16][c:17]([CH2:20][Br:33])[cH:18][cH:19]2)[CH2:2][CH2:3][CH2:4][CH2:5]1. The reactants are N(=C=S)CCC (1-isothiocynatopropane), CN(C=O)C (dimethylformamide), NC=1SC=CC1C(=O)OC (methyl 2-aminothiophene-3-carboxylate). Solvent: O (water). Run at temperature 132.5 celsius, time 12 hour. Product: C(CC)NC(NC=1SC=CC1C(=O)OC)=S (methyl 2-(3-propylthioureido)thiophene-3-carboxylate). Isolated yield 40.7%. As a reaction SMILES: [N:1]([CH2:4][CH2:5][CH3:6])=[C:2]=[S:3].CN(C)C=O.[NH2:12][C:13]1[S:14][CH:15]=[CH:16][C:17]=1[C:18]([O:20][CH3:21])=[O:19]>O>[CH2:4]([NH:1][C:2](=[S:3])[NH:12][C:13]1[S:14][CH:15]=[CH:16][C:17]=1[C:18]([O:20][CH3:21])=[O:19])[CH2:5][CH3:6]. Procedure: In a sulfonation flask, 2.02 g (0.02 mol) of 1-isothiocynatopropane are added dropwise to 30 ml dimethylformamide and 3.0 g (0.019 mol) of methyl 2-aminothiophene-3-carboxylate. The reaction mixture is then stirred at 130-135° C. for 12 hours and after cooling added to 120 ml of water. The resulting mixture is then extracted three times with ethylacetate and the separeted organic phase dried over sodium sulfate. The solvent is then removed in a water-jet vacuum, giving the crude product as a dar... Starting materials: Example 2A, [Cs] (caesium), Cl.ClC1=CC=C(S1)C(=O)N(C(NCCCC=O)C(=O)O)C[C@H]1CN(C(O1)=O)C1=CC=C(C=C1)N1C(COCC1)=O (2-[[(5-Chloro-2-thienyl)carbonyl]({(5S)-2-oxo-3-[4-(3-oxomorpholin-4-yl)phenyl]-1,3-oxazolidin-5-yl}methyl)amino]-4-oxobutylglycinate hydrochloride). Run in CN(C)C=O (DMF). Run at temperature 50 celsius, time 42 hour. Product: Cl.ClC1=CC=C(S1)C(=O)N([C@](NCCCCC=O)(C(C)C)C(=O)O)C[C@H]1CN(C(O1)=O)C1=CC=C(C=C1)N1C(COCC1)=O (2-[[(5-Chloro-2-thienyl)carbonyl]({(5S)-2-oxo-3-[4-(3-oxomorpholin-4-yl)phenyl]-1,3-oxazolidin-5-yl}methyl)amino]-5-oxopentyl-L-valinate hydrochloride). RXN SMILES: [Cs].[ClH:2].[Cl:3][C:4]1[S:8][C:7]([C:9]([N:11]([CH2:22][C@@H:23]2[O:27][C:26](=[O:28])[N:25]([C:29]3[CH:34]=[CH:33][C:32]([N:35]4[CH2:40][CH2:39][O:38][CH2:37][C:36]4=[O:41])=[CH:31][CH:30]=3)[CH2:24]2)[CH:12]([C:19]([OH:21])=[O:20])[NH:13][CH2:14][CH2:15][CH2:16]C=O)=[O:10])=[CH:6][CH:5]=1>CN(C=O)C>[ClH:3].[Cl:2][C:4]1[S:8][C:7]([C:9]([N:11]([CH2:22][C@@H:23]2[O:27][C:26](=[O:28])[N:25]([C:29]3[CH:34]=[CH:33][C:32]([N:35]4[CH2:40][CH2:39][O:38][CH2:37][C:36]4=[O:41])=[CH:31][CH:30]=3)[CH2:24]2)[C@@:12]([C:19]([OH:21])=[O:20])([CH:5]([CH3:6])[CH3:4])[NH:13][CH2:14][CH2:15][CH2:16][CH2:7][CH:9]=[O:10])=[O:10])=[CH:6][CH:5]=1 |f:1.2,4.5,^1:0|. Reported procedure: 50 mg (90 μmol) of Example 2A are dissolved with 41 mg (117 μmol) of the caesium salt of Boc-valine (prepared from Boc-valine by General Procedure 1) in 10 ml of DMF. Stirring at 50° C. for 42 h is followed by concentrating and the residue is purified by preparative HPLC (method 1a). The appropriate fractions are concentrated and dried under high vacuum to obtain 26 mg (39% of theory) of the protected title compound. Starting materials: CC=1C(=C(C(=C(O)C1)C)C)O (trimethyl-hydroquinone), C(C=C)(=O)O (acrylic acid). Solvent: CS(=O)(=O)O (methyl-sulfonic acid). Reaction conditions: temperature 100 celsius, time 1 hour. The product is OC=1C(=C2CCC(OC2=C(C1C)C)=O)C (6-hydroxy-5,7,8-trimethyl-chroman-2-one). Yield: 43.0%. As a reaction SMILES: [CH3:1][C:2]1[C:3]([OH:11])=[C:4]([CH3:10])[C:5]([CH3:9])=[C:6]([CH:8]=1)[OH:7].[C:12](O)(=[O:15])[CH:13]=[CH2:14]>CS(O)(=O)=O>[OH:11][C:3]1[C:2]([CH3:1])=[C:8]2[C:6](=[C:5]([CH3:9])[C:4]=1[CH3:10])[O:7][C:12](=[O:15])[CH2:13][CH2:14]2. Procedure details: To a mixture of trimethyl-hydroquinone (3.04 g) and acrylic acid (1.44 g) was added methyl-sulfonic acid (30 mL). The mixture was heated slowly up to 100° C. under nitrogen. The reaction mixture was stirred at 100° C. for 1 hour. The solution was poured into ice, and extracted with ethyl acetate. The organic layer was washed with saturated sodium bicarbonate water solution, water and brine. Evaporation and chromatography (silica gel, hexane-ethyl acetate 10% to 25%) gave 1.77 g of 6-hydroxy-5,7,... The reactants are NC1=NC=C(C=C1NC(CCC1=NC(=CC(=C1)C)NC(C1=CC=CC=C1)(C1=CC=CC=C1)C1=CC=CC=C1)=O)C1=CC=C(C=C1)Cl (N-[2-amino-5-(4-chloro-phenyl)-pyridin-3-yl]-3-[4-methyl-6-(trityl-amino)-pyridin-2-yl]-propionamide), NC1=NC=C(C=C1NC(CCC1=NC(=CC(=C1)C)NC(C1=CC=CC=C1)(C1=CC=CC=C1)C1=CC=CC=C1)=O)C1=CC=C(C=C1)Cl (N-[2-amino-5-(4-chloro-phenyl)-pyridin-3-yl]-3-[4-methyl-6-(trityl-amino)-pyridin-2-yl]-propionamide). The solvent is C(C)(=O)O (acetic acid). Run at temperature 80 celsius. Product: NC1=NC=C(C=C1NC(CCC1=NC(=CC(=C1)C)N)=O)C1=CC=C(C=C1)Cl (N-[2-Amino-5-(4-chloro-phenyl)-pyridin-3-yl]-3-(6-amino-4-methyl-pyridin-2-yl)-propionamide). Yield: 14.5%. RXN SMILES: [NH2:1][C:2]1[C:7]([NH:8][C:9](=[O:39])[CH2:10][CH2:11][C:12]2[CH:17]=[C:16]([CH3:18])[CH:15]=[C:14]([NH:19]C(C3C=CC=CC=3)(C3C=CC=CC=3)C3C=CC=CC=3)[N:13]=2)=[CH:6][C:5]([C:40]2[CH:45]=[CH:44][C:43]([Cl:46])=[CH:42][CH:41]=2)=[CH:4][N:3]=1>C(O)(=O)C>[NH2:1][C:2]1[C:7]([NH:8][C:9](=[O:39])[CH2:10][CH2:11][C:12]2[CH:17]=[C:16]([CH3:18])[CH:15]=[C:14]([NH2:19])[N:13]=2)=[CH:6][C:5]([C:40]2[CH:41]=[CH:42][C:43]([Cl:46])=[CH:44][CH:45]=2)=[CH:4][N:3]=1. Procedure: 405 mg of N-[2-amino-5-(4-chloro-phenyl)-pyridin-3-yl]-3-[4-methyl-6-(trityl-amino)-pyridin-2-yl]-propionamide (compound B8) are dissolved in 24 ml of aqueous acetic acid (50% strength) and heated at 80° C. for 3 h. Subsequent workup according to the procedure described herein for example B5 yields 36 mg of the title compound as an oil. ESI-MS: 382.2/384.2 (MH+, 100%/36%). TLC: Rf=0.40 (dichloromethane/methanol 10:1).